This data is from the Open Reaction Database (ORD), a public repository of structured organic reaction records. The task is: describe an organic reaction: reactants, conditions, products, and yield Product: C(C=C)C1=CC(=C2C=CC=NC2=C1O)CC=1C(=NC(=NC1)N)N (5-(7-Allyl-8-hydroxy-5-quinolylmethyl)-2,4-diaminopyrimidine). Reaction SMILES: [CH2:1]([C:4]1[C:13]([OH:14])=[C:12]2[C:7]([CH:8]=[CH:9][CH:10]=[N:11]2)=[CH:6][CH:5]=1)[CH:2]=[CH2:3].[NH2:15][C:16]1[N:21]=[C:20]([NH2:22])[C:19]([CH2:23]O)=[CH:18][N:17]=1.Cl>C(O)(=O)C>[CH2:1]([C:4]1[C:13]([OH:14])=[C:12]2[C:7]([CH:8]=[CH:9][CH:10]=[N:11]2)=[C:6]([CH2:23][C:19]2[C:20]([NH2:22])=[N:21][C:16]([NH2:15])=[N:17][CH:18]=2)[CH:5]=1)[CH:2]=[CH2:3]. Yield: 28.2%. Procedure details: 7-Allyl-8-hydroxyquinoline [H. Fiedler, Arch. Pharm., 297, 108 (1964)] (33.0 g, 0.227 mol), 2,4-diamino-5-hydroxymethylpyrimidine (32.7 g, 0.227 mole), glacial acetic acid (300 mL) and concentrated HCl (31.5 mL) were refluxed for 5 hr. The resulting precipitate was filtered off and then slurried with H2O (250 mL) and sufficient NH4OH to give a pH of 8. The dissolved solid was filtered off, washed with H2O and dried to give the title compound as yellow powder (19.7 g, 28%), mp 229°-231° dec., str... Starting materials: C(C=C)C1=CC=C2C=CC=NC2=C1O (7-Allyl-8-hydroxyquinoline), NC1=NC=C(C(=N1)N)CO (2,4-diamino-5-hydroxymethylpyrimidine), Cl (HCl). Run in C(C)(=O)O (acetic acid). The reactants are C(C)(C)(C)OC(=O)NCC(=O)O (N-(Tert-butoxycarbonyl)glycine), Cl.C(C)N=C=NCCCN(C)C (1-ethyl-3-(3-dimethylaminopropyl)carbodiimide hydrochloride), O.ON1N=NC2=C1C=CC=C2 (1-hydroxybenzotriazole monohydrate), C(C)(C)C1=NN(C2=NC=CC(=C21)C=2C=NC1=CC=CC=C1C2)C2=CC(=C(C#N)C=C2)NC2CCNCC2 (4-{3-Isopropyl-4-(quinolin-3-yl)-1H-pyrazolo[3,4-b]pyridin-1-yl}-2-(piperidin-4-ylamino)benzonitrile). Solvent: CN(C)C=O (DMF), C(C)(=O)OCC (ethyl acetate), O (water). Run at time 15 hour. Yields the product C(#N)C1=C(C=C(C=C1)N1N=C(C=2C1=NC=CC2C=2C=NC1=CC=CC=C1C2)C(C)C)NC2CCN(CC2)OCNC(OC(C)(C)C)=O (tert-butyl 2-{4-(2-cyano-5-(3-isopropyl-4-(quinolin-3-yl)-1H-pyrazolo[3,4-b]pyridin-1-yl)phenylamino)piperidin-1-yl}-2-oxaethylcarbamate). Reaction SMILES: [C:1]([O:5][C:6]([NH:8][CH2:9]C(O)=O)=[O:7])([CH3:4])([CH3:3])[CH3:2].Cl.C(N=C=NCCCN(C)C)C.O.[OH:26]N1C2C=CC=CC=2N=N1.[CH:36]([C:39]1[C:47]2[C:42](=[N:43][CH:44]=[CH:45][C:46]=2[C:48]2[CH:49]=[N:50][C:51]3[C:56]([CH:57]=2)=[CH:55][CH:54]=[CH:53][CH:52]=3)[N:41]([C:58]2[CH:65]=[CH:64][C:61]([C:62]#[N:63])=[C:60]([NH:66][CH:67]3[CH2:72][CH2:71][NH:70][CH2:69][CH2:68]3)[CH:59]=2)[N:40]=1)([CH3:38])[CH3:37]>CN(C=O)C.O.C(OCC)(=O)C>[C:62]([C:61]1[CH:64]=[CH:65][C:58]([N:41]2[C:42]3=[N:43][CH:44]=[CH:45][C:46]([C:48]4[CH:49]=[N:50][C:51]5[C:56]([CH:57]=4)=[CH:55][CH:54]=[CH:53][CH:52]=5)=[C:47]3[C:39]([CH:36]([CH3:38])[CH3:37])=[N:40]2)=[CH:59][C:60]=1[NH:66][CH:67]1[CH2:68][CH2:69][N:70]([O:26][CH2:9][NH:8][C:6](=[O:7])[O:5][C:1]([CH3:2])([CH3:3])[CH3:4])[CH2:71][CH2:72]1)#[N:63] |f:1.2,3.4|. Procedure: N-(Tert-butoxycarbonyl)glycine (0.021 g), 1-ethyl-3-(3-dimethylaminopropyl)carbodiimide hydrochloride (0.029 g), and 1-hydroxybenzotriazole monohydrate (0.016 g) were added to a solution of compound (77a) (0.050 g) in DMF (1.0 mL), followed by stirring under argon flow at room temperature for 15 hr. The reaction solution was distributed between ethyl acetate and water, and the organic layer was washed with saturated saline. The organic layer after the washing was dried over anhydrous sodium sulf... The reactants are BrC1=CC=C(C=C1)S(=O)(=O)C1CCNCC1 (4-(4-bromophenylsulphonyl)piperidine), FC1=C(CCBr)C=CC(=C1)F (2,4-difluorophenethyl bromide), C([O-])([O-])=O.[K+].[K+] (potassium carbonate), [I-].[Na+] (sodium iodide). Solvent: CC#N (CH3CN). The product is BrC1=CC=C(C=C1)S(=O)(=O)C1CCN(CC1)CCC1=C(C=C(C=C1)F)F (4-(4-Bromophenylsulphonyl)-1-[2-(2,4-difluorophenyl)ethyl]piperidine). Yield: 58.5%. Reaction SMILES: [Br:1][C:2]1[CH:7]=[CH:6][C:5]([S:8]([CH:11]2[CH2:16][CH2:15][NH:14][CH2:13][CH2:12]2)(=[O:10])=[O:9])=[CH:4][CH:3]=1.[F:17][C:18]1[CH:26]=[C:25]([F:27])[CH:24]=[CH:23][C:19]=1[CH2:20][CH2:21]Br.C(=O)([O-])[O-].[K+].[K+].[I-].[Na+]>CC#N>[Br:1][C:2]1[CH:3]=[CH:4][C:5]([S:8]([CH:11]2[CH2:16][CH2:15][N:14]([CH2:21][CH2:20][C:19]3[CH:23]=[CH:24][C:25]([F:27])=[CH:26][C:18]=3[F:17])[CH2:13][CH2:12]2)(=[O:9])=[O:10])=[CH:6][CH:7]=1 |f:2.3.4,5.6|. Procedure details: A mixture of 4-(4-bromophenylsulphonyl)piperidine (7.6 g, 0.025 mol), 2,4-difluorophenethyl bromide (8.3 g, 0.38 mol), potassium carbonate (7.5 g, 0.054 mol) and sodium iodide (5.6 g, 0.037 mol) in CH3CN (70 ml) was heated at reflux under nitrogen for 18 h. The reaction mixture was then concentrated and partitioned between water and EtOAc. The organic phase was washed with brine, dried (Na2SO4) and concentrated. Trituration with hexane gave 6.5 g of product as a colourless solid. δH (360 MHz, CD... As a reaction SMILES: [CH3:35][C:36]#[N:37].[CH:31]([Br:32])([Br:33])[Br:34].[N:1]([O:2][C:3]([CH3:4])([CH3:5])[CH3:6])=[O:7].[NH2:8][c:9]1[c:10]([N+:28](=[O:29])[O-:30])[c:11]([C:26]#[N:27])[n:12][n:13]1-[c:14]1[c:15]([Cl:25])[cH:16][c:17]([C:21]([F:22])([F:23])[F:24])[cH:18][c:19]1[Cl:20]>>[c:9]1([Br:32])[c:10]([N+:28](=[O:29])[O-:30])[c:11]([C:26]#[N:27])[n:12][n:13]1-[c:14]1[c:15]([Cl:25])[cH:16][c:17]([C:21]([F:22])([F:23])[F:24])[cH:18][c:19]1[Cl:20]. The product is N#Cc1nn(-c2c(Cl)cc(C(F)(F)F)cc2Cl)c(Br)c1[N+](=O)[O-]. Reactants: CC#N, BrC(Br)Br, CC(C)(C)ON=O, N#Cc1nn(-c2c(Cl)cc(C(F)(F)F)cc2Cl)c(N)c1[N+](=O)[O-]. The reactants are C(C1=CC=CC=C1)(=O)CCCCCCC(=O)OCC (Ethyl 7-benzoylheptanoate), O1C(=CC=C1)C(=O)Cl (2-furanoyl chloride). Yields the product O1C(=CC=C1)C(=O)CCCCCCC(=O)OCC (Ethyl 7-(2-furanoyl)heptanoate). Isolated yield 71.0%. As a reaction SMILES: [C:1]([CH2:9][CH2:10][CH2:11][CH2:12][CH2:13][CH2:14][C:15]([O:17][CH2:18][CH3:19])=[O:16])(=[O:8])[C:2]1C=C[CH:5]=[CH:4][CH:3]=1.[O:20]1C=CC=C1C(Cl)=O>>[O:20]1[CH:5]=[CH:4][CH:3]=[C:2]1[C:1]([CH2:9][CH2:10][CH2:11][CH2:12][CH2:13][CH2:14][C:15]([O:17][CH2:18][CH3:19])=[O:16])=[O:8]. Procedure: Following a procedure analogous to that described above for 49a, but substituting 2-furanoyl chloride, the title compound was obtained in 71% yield: 1H NMR (300 MHz, CDCl3) δ 7.59 (d, J=1.8 Hz, 1H), 7.19 (d, J=3.3 Hz, 1H), 6.54 (dd, J=3.3, 1.8 Hz), 4.12 (q, J=6.9 Hz, 2H), 2.82 (t, J=7.5 Hz, 2H), 2.30 (t, J=7.5 Hz, 2H), 1.72 (m, 2H), 1.64 (m, 2H), 1.38 (m, 4H), 1.25 (t, J=6.9 Hz, 3H); 13C NMR (75.4 MHz, CDCl3) δ 14.07, 23.87, 24.58, 28.68, 28.72, 34.05, 38.14, 59.98, 111.97, 116.68, 146.05, 152.6... Starting materials: CC#N, O=C(c1cc(O)ccc1F)c1ccc(Nc2ccccc2[N+](=O)[O-])cc1Cl, ClCCN1CCOCC1, Cl, [K+], [K+], O=C([O-])[O-]. The product is O=C(c1cc(OCCN2CCOCC2)ccc1F)c1ccc(Nc2ccccc2[N+](=O)[O-])cc1Cl. RXN SMILES: [CH3:44][C:45]#[N:46].[Cl:1][c:2]1[c:3]([C:18](=[O:19])[c:20]2[c:21]([F:27])[cH:22][cH:23][c:24]([OH:26])[cH:25]2)[cH:4][cH:5][c:6]([NH:8][c:9]2[c:10]([N+:15](=[O:16])[O-:17])[cH:11][cH:12][cH:13][cH:14]2)[cH:7]1.[Cl:29][CH2:30][CH2:31][N:32]1[CH2:33][CH2:34][O:35][CH2:36][CH2:37]1.[ClH:28].[K+:38].[K+:39].[O-:40][C:41]([O-:42])=[O:43]>>[Cl:1][c:2]1[c:3]([C:18](=[O:19])[c:20]2[c:21]([F:27])[cH:22][cH:23][c:24]([O:26][CH2:30][CH2:31][N:32]3[CH2:33][CH2:34][O:35][CH2:36][CH2:37]3)[cH:25]2)[cH:4][cH:5][c:6]([NH:8][c:9]2[c:10]([N+:15](=[O:16])[O-:17])[cH:11][cH:12][cH:13][cH:14]2)[cH:7]1.